Dataset: the Open Reaction Database (ORD), a public repository of structured organic reaction records. Task: describe an organic reaction: reactants, conditions, products, and yield The reactants are OC[C@@H](C)N1C(C2=CC=C(C(=C2C=C1)[N+](=O)[O-])C)=O ((R)-2-(1-hydroxypropan-2-yl)-6-methyl-5-nitroisoquinolin-1-(2H)-one), N1=CC=CC=C1 (pyridine), C(C)(=O)OC(C)=O (acetic anhydride), C(Cl)Cl (methylene chloride). Run at time 8 hour. Product: C(C)(=O)OC[C@@H](C)N1C(C2=CC=C(C(=C2C=C1)[N+](=O)[O-])C)=O ((R)-2-(6-Methyl-5-nitro-1-oxoisoquinolin-2(1H)-yl)propyl acetate). Reaction SMILES: [OH:1][CH2:2][C@H:3]([N:5]1[CH:14]=[CH:13][C:12]2[C:7](=[CH:8][CH:9]=[C:10]([CH3:18])[C:11]=2[N+:15]([O-:17])=[O:16])[C:6]1=[O:19])[CH3:4].N1C=CC=CC=1.[C:26](OC(=O)C)(=[O:28])[CH3:27].C(Cl)Cl>>[C:26]([O:1][CH2:2][C@H:3]([N:5]1[CH:14]=[CH:13][C:12]2[C:7](=[CH:8][CH:9]=[C:10]([CH3:18])[C:11]=2[N+:15]([O-:17])=[O:16])[C:6]1=[O:19])[CH3:4])(=[O:28])[CH3:27]. Procedure details: A mixture of (R)-2-(1-hydroxypropan-2-yl)-6-methyl-5-nitroisoquinolin-1-(2H)-one (100.0 mg, 0.0003813 mol), pyridine (0.062 mL, 0.00076 mol), acetic anhydride (0.0432 mL, 0.000458 mol) and methylene chloride (5 mL, 0.08 mol) was stirred at room temperature overnight. The solvent was removed under reduced pressure, and the resulting product was dried under vacuum (yellow oil) and was used in the next step without any purification.